This data is from the Open Reaction Database (ORD), a public repository of structured organic reaction records. The task is: describe an organic reaction: reactants, conditions, products, and yield Starting materials: ClC=1C2=C(N=C(N1)C1=CC(=CC=C1)Cl)CCC2 (4-chloro-2-(3-chlorophenyl)-6,7-dihydro-5H-cyclopenta[d]pyrimidine), NC1=CC=C(C=C1)C[C@H](C)O ((S)-1-(4-aminophenyl)propan-2-ol). The product is ClC=1C=C(C=CC1)C=1N=C(C2=C(N1)CCC2)NC2=CC=C(C=C2)C[C@H](C)O ((S)-1-(4-((2-(3-Chlorophenyl)-6,7-dihydro-5H-cyclopenta[d]pyrimidin-4-yl)amino)phenyl)propan-2-ol). Isolated yield 80.9%. Reaction SMILES: Cl[C:2]1[C:3]2[CH2:17][CH2:16][CH2:15][C:4]=2[N:5]=[C:6]([C:8]2[CH:13]=[CH:12][CH:11]=[C:10]([Cl:14])[CH:9]=2)[N:7]=1.[NH2:18][C:19]1[CH:24]=[CH:23][C:22]([CH2:25][C@@H:26]([OH:28])[CH3:27])=[CH:21][CH:20]=1>>[Cl:14][C:10]1[CH:9]=[C:8]([C:6]2[N:7]=[C:2]([NH:18][C:19]3[CH:20]=[CH:21][C:22]([CH2:25][C@@H:26]([OH:28])[CH3:27])=[CH:23][CH:24]=3)[C:3]3[CH2:17][CH2:16][CH2:15][C:4]=3[N:5]=2)[CH:13]=[CH:12][CH:11]=1. Procedure: Following general procedure B1, 4-chloro-2-(3-chlorophenyl)-6,7-dihydro-5H-cyclopenta[d]pyrimidine (0.107 g, 0.40 mmol) was reacted with (S)-1-(4-aminophenyl)propan-2-ol (0.066 g, 0.44 mmol) to afford the title compound (0.123 g, 80%) as a light yellow solid. MW=379.88. 1H NMR (DMSO-d6, 500 MHz) δ 8.77 (s, 1H), 8.29-8.16 (m, 2H), 7.69 (d, J=8.5 Hz, 2H), 7.54-7.49 (m, 2H), 7.20 (d, J=8.5 Hz, 2H), 4.54 (d, J=5.0 Hz, 1H), 3.87-3.80 (m, 1H), 2.93-2.84 (m, 4H), 2.72-2.66 (m, 1H), 2.58-2.53 (m, 1H), 2...